The task is: describe an organic reaction: reactants, conditions, products, and yield. This data is from the Open Reaction Database (ORD), a public repository of structured organic reaction records. The reactants are ICCCCCCCCCC1C(CSC2=CC(=CC=C12)OC)(C)C1=CC=C(C=C1)OC ((3RS,4RS)-4-[9-iodononyl]-7-methoxy-3-(4-methoxyphenyl)-3-methylthiochroman), C([O-])([O-])=O.[K+].[K+] (potassium carbonate), C(#N)[NH-] (cyanoamide), O (Water). Run in CN(C=O)C (dimethylformamide). Conditions: temperature 50 celsius, time 4 hour. Yields the product C(#N)NCCCCCCCCCC1C(CSC2=CC(=CC=C12)OC)(C)C1=CC=C(C=C1)OC ((3RS,4RS)-4-[9-(N-cyano)aminononyl]-7-methoxy-3-(4-methoxyphenyl)-3-methylthiochroman). The yield is 73.9%. Reaction SMILES: I[CH2:2][CH2:3][CH2:4][CH2:5][CH2:6][CH2:7][CH2:8][CH2:9][CH2:10][CH:11]1[C:20]2[C:15](=[CH:16][C:17]([O:21][CH3:22])=[CH:18][CH:19]=2)[S:14][CH2:13][C:12]1([C:24]1[CH:29]=[CH:28][C:27]([O:30][CH3:31])=[CH:26][CH:25]=1)[CH3:23].C(=O)([O-])[O-].[K+].[K+].[C:38]([NH-:40])#[N:39].O>CN(C)C=O>[C:38]([NH:40][CH2:2][CH2:3][CH2:4][CH2:5][CH2:6][CH2:7][CH2:8][CH2:9][CH2:10][CH:11]1[C:20]2[C:15](=[CH:16][C:17]([O:21][CH3:22])=[CH:18][CH:19]=2)[S:14][CH2:13][C:12]1([C:24]1[CH:29]=[CH:28][C:27]([O:30][CH3:31])=[CH:26][CH:25]=1)[CH3:23])#[N:39] |f:1.2.3|. Reported procedure: To a solution of (3RS,4RS)-4-[9-iodononyl]-7-methoxy-3-(4-methoxyphenyl)-3-methylthiochroman (381 mg, 0.69 mmol) in anhydrous dimethylformamide (2 ml) were added potassium carbonate (238 mg, 1.72 mmol) and cyanoamide (116 mg, 2.76 mmol), which was then stirred for 4 h at 50° C. Water was added thereto, and the resulting solution was extracted with ethyl acetate. Then, the organic layer was washed with water and saturated sodium chloride solution. The extract was dried over anhydrous magnesium su... Reactants: C(C)(=O)O (acetic acid), KHCO3, COC(=O)C1=CN(C=2CCN3C=CN=C3C12)CCC1=CC=C(C=C1)[N+](=O)[O-] (6-[2-(4-Nitro-phenyl)-ethyl]-5,6-dihydro-4H-1,3a,6-triaza-as-indacene-8-carboxylic acid methyl ester), [H-].[Na+] (sodium hydride), C(Cl)(Cl)Cl (Chloroform). Run in CCOCC (Ether), CN(C)C=O (DMF). Conditions: time 2 hour. Yields the product COC(=O)C1=CNC=2CCN3C=CN=C3C12 (5,6-dihydro-4H-1,3a,6-triaza-as-indacene-8-carboxylic acid methyl ester). RXN SMILES: [CH3:1][O:2][C:3]([C:5]1[C:16]2[C:15]3[N:11]([CH:12]=[CH:13][N:14]=3)[CH2:10][CH2:9][C:8]=2[N:7](CCC2C=CC([N+]([O-])=O)=CC=2)[CH:6]=1)=[O:4].[H-].[Na+].C(Cl)(Cl)Cl.C(O)(=O)C>CN(C=O)C.CCOCC>[CH3:1][O:2][C:3]([C:5]1[C:16]2[C:15]3[N:11]([CH:12]=[CH:13][N:14]=3)[CH2:10][CH2:9][C:8]=2[NH:7][CH:6]=1)=[O:4] |f:1.2|. Procedure details: To a solution of 6-[2-(4-Nitro-phenyl)-ethyl]-5,6-dihydro-4H-1,3a,6-triaza-as-indacene-8-carboxylic acid methyl ester (19.67 mmol) in 100 mL DMF is treated with sodium hydride (60%, 1.97 g, 49.18 mmol) portion wise. The reaction is complete in about 2 h at 20° C. Chloroform is added and the reaction mixture is cooled to 5° C. before the dropwise addition of acetic acid (3.15 mL, 55.08 mmol) until pH of 1-3. A saturated solution of aqueous KHCO3 (150 mL) is added, stirred and separated. The separ... Starting materials: [Li]CCCC, C1CCOC1, CC(C)=O, C[Si](C)(C)Cl, Nc1nccs1. The product is CC(C)(O)c1cnc(N)s1. As a reaction SMILES: [CH2:1]([Li:2])[CH2:3][CH2:4][CH3:5].[CH2:21]1[O:22][CH2:23][CH2:24][CH2:25]1.[CH3:17][C:18]([CH3:19])=[O:20].[Cl:12][Si:13]([CH3:14])([CH3:15])[CH3:16].[NH2:6][c:7]1[s:8][cH:9][cH:10][n:11]1>>[NH2:6][c:7]1[s:8][c:9]([C:18]([CH3:17])([CH3:19])[OH:20])[cH:10][n:11]1. Starting materials: S(O)(O)(=O)=O (sulfuric acid), [B-](F)(F)(F)F.[Na+] (sodium borofluoride), O1CCCC1 (tetrahydrofuran). Yields the product CCCCO[C@@H](CC)CO (PTMG). Reaction SMILES: S(=O)(=O)(O)O.[B-](F)(F)(F)F.[Na+].[O:12]1[CH2:16][CH2:15][CH2:14][CH2:13]1>>[CH3:13][CH2:14][CH2:15][CH2:16][O:12][C@H:15]([CH2:16][OH:12])[CH2:14][CH3:13] |f:1.2|. Reported procedure: In the same reaction apparatus as in Example 4, a mixture of 50 g of 25% fuming sulfuric acid and 1.75 g of sodium borofluoride was dropwise added to 250 g of tetrahydrofuran at 0° C. over a period of one hour, and they were subjected to reaction at the same temperature for 2 hours. The final conversion was 66%, and the reaction system was solidified to form a wax-like mass. This product was then treated similarly to Example 4 to obtain colorless PTMG. The results of the analyses of the thus obt...